This data is from the Open Reaction Database (ORD), a public repository of structured organic reaction records. The task is: describe an organic reaction: reactants, conditions, products, and yield Reactants: Cc1cc(COS(C)(=O)=O)cc(Br)n1, [N-]=[N+]=[N-], [Na+], CN(C)C=O. Yields the product Cc1cc(CN=[N+]=[N-])cc(Br)n1. As a reaction SMILES: [Br:1][c:2]1[n:3][c:4]([CH3:14])[cH:5][c:6]([CH2:8][O:9][S:10]([CH3:11])(=[O:12])=[O:13])[cH:7]1.[N-:16]=[N+:17]=[N-:18].[Na+:15].[O:19]=[CH:20][N:21]([CH3:22])[CH3:23]>>[Br:1][c:2]1[n:3][c:4]([CH3:14])[cH:5][c:6]([CH2:8][N:16]=[N+:17]=[N-:18])[cH:7]1. Reported procedure: In analogy to the procedure described for the synthesis of 5-tert-butyl-7-(3,3-difluoropyrrolidin-1-yl)-3-ethyl-3H-[1,2,3]triazolo[4,5-d]pyrimidine (example 61), the title compound was prepared from 5-tert-butyl-7-(3,3-difluoropyrrolidin-1-yl)-3H-[1,2,3]triazolo[4,5-d]pyrimidine and 1-(2-bromoethyl)-3-chlorobenzene and isolated as light-yellow gum. MS (m/e): 421.3 (MH+). Reaction SMILES: [C:1]([C:5]1[N:6]=[C:7]([N:16]2[CH2:20][CH2:19][C:18]([F:22])([F:21])[CH2:17]2)[C:8]2[N:13]=[N:12][N:11]([CH2:14][CH3:15])[C:9]=2[N:10]=1)([CH3:4])([CH3:3])[CH3:2].C(C1N=C(N2CCC(F)(F)C2)C2N=NNC=2N=1)(C)(C)C.BrCC[C:46]1[CH:51]=[CH:50][CH:49]=[C:48]([Cl:52])[CH:47]=1>>[C:1]([C:5]1[N:6]=[C:7]([N:16]2[CH2:20][CH2:19][C:18]([F:21])([F:22])[CH2:17]2)[C:8]2[N:13]=[N:12][N:11]([CH2:14][CH2:15][C:46]3[CH:51]=[CH:50][CH:49]=[C:48]([Cl:52])[CH:47]=3)[C:9]=2[N:10]=1)([CH3:2])([CH3:3])[CH3:4]. Reactants: C(C)(C)(C)C=1N=C(C2=C(N1)N(N=N2)CC)N2CC(CC2)(F)F (5-tert-Butyl-7-(3,3-difluoro-pyrrolidin-1-yl)-3-ethyl-3H-[1,2,3]triazolo[4,5-d]pyrimidine), C(C)(C)(C)C=1N=C(C2=C(N1)NN=N2)N2CC(CC2)(F)F (5-tert-butyl-7-(3,3-difluoropyrrolidin-1-yl)-3H-[1,2,3]triazolo[4,5-d]pyrimidine), BrCCC1=CC(=CC=C1)Cl (1-(2-bromoethyl)-3-chlorobenzene). Product: C(C)(C)(C)C=1N=C(C2=C(N1)N(N=N2)CCC2=CC(=CC=C2)Cl)N2CC(CC2)(F)F (5-tert-Butyl-3-[2-(3-chloro-phenyl)-ethyl]-7-(3,3-difluoro-pyrrolidin-1-yl)-3H-[1,2,3]triazolo[4,5-d]pyrimidine). The reactants are C[Si](C)(C)[N-][Si](C)(C)C.[Li+] (lithium bis(trimethylsilyl)amide), OC(C)(C)C(C)(C)O.B(OC(CC(F)F)I)O (1-Iodo-3,3-difluoropropanyl boronate pinacol), Cl (hydrogen chloride), O1CCOCC1 (dioxane). Solvent: C1CCOC1 (THF), C1CCOC1 (THF). Conditions: temperature -78 celsius, time 12 hour. Yields the product OC(C)(C)C(C)(C)O.B(OC(CC(F)F)N)O.Cl (1-Amino-3,3-difluoropropyl boronate pinacol·HCl). Reaction SMILES: [OH:1][C:2]([C:5]([OH:8])([CH3:7])[CH3:6])([CH3:4])[CH3:3].[BH:9]([OH:17])[O:10][CH:11](I)[CH2:12][CH:13]([F:15])[F:14].C[Si]([N-:22][Si](C)(C)C)(C)C.[Li+].[ClH:28].O1CCOCC1>C1COCC1>[OH:1][C:2]([C:5]([OH:8])([CH3:7])[CH3:6])([CH3:4])[CH3:3].[BH:9]([OH:17])[O:10][CH:11]([NH2:22])[CH2:12][CH:13]([F:15])[F:14].[ClH:28] |f:0.1,2.3,7.8.9|. Procedure: 1-Iodo-3,3-difluoropropanyl boronate pinacol (2.7 g, 8.1 mmol) was dissolved in THF (10 mL) and was added dropwise to a solution of lithium bis(trimethylsilyl)amide (9.68 mL, 9.68 mmol, 1.0 M in THF) dissolved in anhydrous THF (10 mL) and cooled to −78° C. The reaction mixture was allowed to warm to room temperature and stirred for 12 h. It was concentrated in vacuo and hexane was added. The reaction mixture was cooled to −78° C., followed by the dropwise addition of 4 N anhydrous hydrogen chlor...